Dataset: the Open Reaction Database (ORD), a public repository of structured organic reaction records. Task: describe an organic reaction: reactants, conditions, products, and yield Reactants: O=C([O-])O, O=N[O-], [Na+], [Na+], O, O=S(=O)(O)O, CC(C)c1ccc(N)c(C(C)C)c1NC(=O)CN1CCN(CCSc2nc3ccccc3o2)CC1. Product: CC(C)c1ccc(O)c(C(C)C)c1NC(=O)CN1CCN(CCSc2nc3ccccc3o2)CC1. RXN SMILES: [C:41](=[O:42])([OH:43])[O-:44].[N:36](=[O:37])[O-:38].[Na+:39].[Na+:45].[OH2:40].[S:46](=[O:47])(=[O:48])([OH:49])[OH:50].[o:1]1[c:2]([S:10][CH2:11][CH2:12][N:13]2[CH2:14][CH2:15][N:16]([CH2:19][C:20](=[O:21])[NH:22][c:23]3[c:24]([CH:33]([CH3:34])[CH3:35])[c:25]([NH2:32])[cH:26][cH:27][c:28]3[CH:29]([CH3:30])[CH3:31])[CH2:17][CH2:18]2)[n:3][c:4]2[c:5]1[cH:6][cH:7][cH:8][cH:9]2>>[o:1]1[c:2]([S:10][CH2:11][CH2:12][N:13]2[CH2:14][CH2:15][N:16]([CH2:19][C:20](=[O:21])[NH:22][c:23]3[c:24]([CH:33]([CH3:34])[CH3:35])[c:25]([OH:37])[cH:26][cH:27][c:28]3[CH:29]([CH3:30])[CH3:31])[CH2:17][CH2:18]2)[n:3][c:4]2[c:5]1[cH:6][cH:7][cH:8][cH:9]2.